The task is: describe an organic reaction: reactants, conditions, products, and yield. This data is from the Open Reaction Database (ORD), a public repository of structured organic reaction records. The reactants are FC1=CC=C(CN)C=C1 (4-fluorobenzylamine), ClC=1N=C(C2=C(N1)SC(=C2)Cl)Cl (2,4,6-trichloro-thieno-[2,3-d]-pyrimidine). The product is ClC=1N=C(C2=C(N1)SC(=C2)Cl)NCC2=CC=C(C=C2)F (2,6-dichloro-4-(4-fluorobenzylamino)-thieno-[2,3-d]-pyrimidine). As a reaction SMILES: [F:1][C:2]1[CH:9]=[CH:8][C:5]([CH2:6][NH2:7])=[CH:4][CH:3]=1.[Cl:10][C:11]1[N:12]=[C:13](Cl)[C:14]2[CH:19]=[C:18]([Cl:20])[S:17][C:15]=2[N:16]=1>>[Cl:10][C:11]1[N:12]=[C:13]([NH:7][CH2:6][C:5]2[CH:8]=[CH:9][C:2]([F:1])=[CH:3][CH:4]=2)[C:14]2[CH:19]=[C:18]([Cl:20])[S:17][C:15]=2[N:16]=1. Procedure details: Following the procedure of Example 1, the reaction of 4-fluorobenzylamine with 2,4,6-trichloro-thieno-[2,3-d]-pyrimidine yields 2,6-dichloro-4-(4-fluorobenzylamino)-thieno-[2,3-d]-pyrimidine. Reaction conditions: temperature 40 celsius, time 15 minute. Procedure details: A solution of the compound of formula 5, 1-ethyl 1,2,3,4-tetrahydrocarbazole-1-acetic acid (2.0 g, 7.4 mmole), described in Example 56, in dry tetrahydrofuran (THF, 50 ml) is added dropwise under nitrogen to a stirred suspension of sodium hydride (1 g, 50% dispersion, 0.02 mole) in dry-THF (25 ml). The reaction mixture is stirred for 15 minutes after the end of the addition. The lower alkyl halide, methyliodide (1.5 ml), is added dropwise. The reaction mixture is heated initially to 40° C. then ... The reactants are formula 5, O1CCCC1 (tetrahydrofuran), C(C)C1(CCCC=2C3=CC=CC=C3NC12)CC(=O)O (1-ethyl 1,2,3,4-tetrahydrocarbazole-1-acetic acid), [H-].[Na+] (sodium hydride). Product: C(C)C1(CCCC=2C3=CC=CC=C3N(C12)C)CC(=O)O (1-Ethyl-1,2,3,4-tetrahydro-9-methylcarbazole-1-acetic Acid). As a reaction SMILES: [CH2:1]([C:3]1([CH2:16][C:17]([OH:19])=[O:18])[C:15]2[NH:14][C:13]3[C:8](=[CH:9][CH:10]=[CH:11][CH:12]=3)[C:7]=2[CH2:6][CH2:5][CH2:4]1)[CH3:2].[H-].[Na+].O1CCC[CH2:23]1>>[CH2:1]([C:3]1([CH2:16][C:17]([OH:19])=[O:18])[C:15]2[N:14]([CH3:23])[C:13]3[C:8](=[CH:9][CH:10]=[CH:11][CH:12]=3)[C:7]=2[CH2:6][CH2:5][CH2:4]1)[CH3:2] |f:1.2|. The reactants are C(C1=CC=CC=C1)OC(=O)N[C@@H](CC(N)=O)C(=O)O (N-(benzyloxycarbonyl)-L-asparagine), N#N.N[C@H]([C@@H](C[C@@]1(N(C[C@@H](C1)O)C(C)(C)C)C(=O)N)O)CC1=CC=CC=C1 (N2 [3(S)-amino-2(R)-hydroxy-4-phenylbutyl]-N1 -tert.butyl-4(R)-hydroxy-L-prolinamide), OC1=CC=CC=2NN=NC21 (hydroxybenzotriazole), C1(CCCCC1)N=C=NC1CCCCC1 (dicyclohexylcarbodiimide). The solvent is ClCCl (dichloromethane), CO (methanol), ClCCl (dichloromethane). Product: N#N.C(C1=CC=CC=C1)OC(=O)N[C@@H](CC(N)=O)C(=O)N[C@H]([C@@H](C[C@@]1(N(C[C@@H](C1)O)C(C)(C)C)C(=O)N)O)CC1=CC=CC=C1 (N2 [3(S)-[N-(benzyloxycarbonyl)-L-asparaginylamino]-2(R)-hydroxy-4-phenylbutyl]-N1 -tert.butyl-4(R)-hydroxy-L-prolinamide). Isolated yield 37.7%. RXN SMILES: [CH2:1]([O:8][C:9]([NH:11][C@H:12]([C:17]([OH:19])=O)[CH2:13][C:14](=[O:16])[NH2:15])=[O:10])[C:2]1[CH:7]=[CH:6][CH:5]=[CH:4][CH:3]=1.OC1C2N=[N:27][NH:26]C=2C=CC=1.C1(N=C=NC2CCCCC2)CCCCC1.N#N.[NH2:47][C@@H:48]([CH2:65][C:66]1[CH:71]=[CH:70][CH:69]=[CH:68][CH:67]=1)[C@H:49]([OH:64])[CH2:50][C@@:51]1([C:61]([NH2:63])=[O:62])[CH2:55][C@@H:54]([OH:56])[CH2:53][N:52]1[C:57]([CH3:60])([CH3:59])[CH3:58]>ClCCl.CO>[N:26]#[N:27].[CH2:1]([O:8][C:9]([NH:11][C@H:12]([C:17]([NH:47][C@@H:48]([CH2:65][C:66]1[CH:71]=[CH:70][CH:69]=[CH:68][CH:67]=1)[C@H:49]([OH:64])[CH2:50][C@@:51]1([C:61]([NH2:63])=[O:62])[CH2:55][C@@H:54]([OH:56])[CH2:53][N:52]1[C:57]([CH3:60])([CH3:58])[CH3:59])=[O:19])[CH2:13][C:14](=[O:16])[NH2:15])=[O:10])[C:2]1[CH:3]=[CH:4][CH:5]=[CH:6][CH:7]=1 |f:3.4,7.8|. Reported procedure: In a manner analogous to that described in Example 92, from 0.133 g of N-(benzyloxycarbonyl)-L-asparagine, 0.068 g of hydroxybenzotriazole, 0.103 g of dicyclohexylcarbodiimide and 0.16 g of N2 -[3(S)-amino-2(R)-hydroxy-4-phenylbutyl]-N1 -tert.butyl-4(R)-hydroxy-L-prolinamide, but using dichloromethane in place of ethyl acetate as the partitioning solvent and 20% methanol in dichloromethane for the chromatography and carrying out the re-evaporation with diethyl ether, there was obtained 0.1 g of ... Starting materials: C(C)(C)(C)N=NC1(CCCCC1)N=C=S (1-t-butylazo-1-isothiocyanatocyclohexane), [N-]=C=S (isothiocyanate), C1(CCCCC1)N (cyclohexylamine), product. Run in CCCCC (pentane), CCCCC (pentane). Run at time 3 hour. Product: C(C)(C)(C)N=NC1(CCCCC1)NC(=S)NC1CCCCC1 (N-[1-(t-Butylazo)cyclohexyl]-N'-cyclohexylthiourea). As a reaction SMILES: [C:1]([N:5]=[N:6][C:7]1([N:13]=[C:14]=[S:15])[CH2:12][CH2:11][CH2:10][CH2:9][CH2:8]1)([CH3:4])([CH3:3])[CH3:2].[CH:16]1([NH2:22])[CH2:21][CH2:20][CH2:19][CH2:18][CH2:17]1.[N-]=C=S>CCCCC>[C:1]([N:5]=[N:6][C:7]1([NH:13][C:14]([NH:22][CH:16]2[CH2:21][CH2:20][CH2:19][CH2:18][CH2:17]2)=[S:15])[CH2:8][CH2:9][CH2:10][CH2:11][CH2:12]1)([CH3:4])([CH3:2])[CH3:3]. Procedure: To 8.4 grams (0.0363 moles) of 1-t-butylazo-1-isothiocyanatocyclohexane stirred with a magnetic stirrer in a 50 ml erlenmeyer flask was added 3.6 grams (0.0363 moles) of cyclohexylamine at room temperature. A solid slowly started to form and pentane was added to keep the reaction mixture from solidifying and the reaction mixture was stirred for 3 hours and the pentane stripped off to leave a yellow solid weighing 11.4 grams (95% crude yield). The product melted at 100°-102° C. and the infrared s...